From a dataset of the Open Reaction Database (ORD), a public repository of structured organic reaction records. describe an organic reaction: reactants, conditions, products, and yield Starting materials: C(C)OC(=O)C=1C(N(C2=NC(=CC=C2C1N1CCCC1)C)CC)=O (1-Ethyl-1,2-Dihydro-7-Methyl-2-Oxo-4-(1-Pyrrolidinyl)-1,8-Naphthridine-3-Carboxylic Acid Ethyl Ester), CNCCO (2-methylaminoethanol), C([O-])([O-])=O.[Na+].[Na+] (sodium carbonate). The solvent is C(C)O (ethanol). Yields the product C(C)OC(=O)C=1C(N(C2=NC(=CC=C2C1N(C)CCO)C)CC)=O (1-Ethyl-1,2-Dihydro-4-[(2-Hydroxyethyl)Methylamino]-7-Methyl-2-Oxo-1,8-Naphthyridine-3-Carboxylic Acid Ethyl Ester). RXN SMILES: [CH2:1]([O:3][C:4]([C:6]1[C:7](=[O:24])[N:8]([CH2:22][CH3:23])[C:9]2[C:14]([C:15]=1[N:16]1[CH2:20]C[CH2:18][CH2:17]1)=[CH:13][CH:12]=[C:11]([CH3:21])[N:10]=2)=[O:5])[CH3:2].CNCC[OH:29].C(=O)([O-])[O-].[Na+].[Na+]>C(O)C>[CH2:1]([O:3][C:4]([C:6]1[C:7](=[O:24])[N:8]([CH2:22][CH3:23])[C:9]2[C:14]([C:15]=1[N:16]([CH2:17][CH2:18][OH:29])[CH3:20])=[CH:13][CH:12]=[C:11]([CH3:21])[N:10]=2)=[O:5])[CH3:2] |f:2.3.4|. Procedure details: A stirred mixture of 1.47 g. (0.005 mole) of 1-ethyl-1,2-dihydro-4-chloro-7-methyl-2-oxo-1,8-naphthyridine-3-carboxylic acid ethyl ester (Example 30), 0.38 g. (0.005 mole) of 2-methylaminoethanol and 0.53 g. (0.005 mole) of sodium carbonate in 20 ml. of ethanol was heated under reflux for 5 hours. The mixture was filtered and the filtrate was diluted with water to the cloudy point. The precipitate which formed was collected, air dried and was recrystallized from ethyl acetate to afford 0.5 g. of...